From a dataset of the Open Reaction Database (ORD), a public repository of structured organic reaction records. describe an organic reaction: reactants, conditions, products, and yield Starting materials: Cc1ccccc1, [Cl-], CC(C#N)(c1ccc(Cl)cc1)c1ccc([N+](=O)[O-])cc1Cl, [Fe], [NH4+]. Product: CC(C#N)(c1ccc(Cl)cc1)c1ccc(N)cc1Cl. RXN SMILES: [CH3:25][c:26]1[cH:27][cH:28][cH:29][cH:30][cH:31]1.[Cl-:22].[Cl:1][c:2]1[cH:3][cH:4][c:5]([C:8]([C:9]#[N:10])([CH3:11])[c:12]2[c:13]([Cl:21])[cH:14][c:15]([N+:18]([O-:19])=[O:20])[cH:16][cH:17]2)[cH:6][cH:7]1.[Fe:24].[NH4+:23]>>[Cl:1][c:2]1[cH:3][cH:4][c:5]([C:8]([C:9]#[N:10])([CH3:11])[c:12]2[c:13]([Cl:21])[cH:14][c:15]([NH2:18])[cH:16][cH:17]2)[cH:6][cH:7]1. Reactants: [H-].[Al+3].[Li+].[H-].[H-].[H-] (lithium aluminium hydride), NC=1C=C2C(CCOC2=CC1)CC(=O)N(C)C (6-Amino-N,N-dimethylchroman-4-acetamide), O (water), [OH-].[Na+] (NaOH), O (water). The solvent is C1CCOC1 (THF), C1CCOC1 (THF). The product is NC=1C=C2C(CCOC2=CC1)CCN(C)C (2-(6-Amino4-chromanyl)-N,N-dimethylethylamine). The yield is 88.6%. RXN SMILES: [NH2:1][C:2]1[CH:3]=[C:4]2[C:9](=[CH:10][CH:11]=1)[O:8][CH2:7][CH2:6][CH:5]2[CH2:12][C:13]([N:15]([CH3:17])[CH3:16])=O.[H-].[Al+3].[Li+].[H-].[H-].[H-].O.[OH-].[Na+]>C1COCC1>[NH2:1][C:2]1[CH:3]=[C:4]2[C:9](=[CH:10][CH:11]=1)[O:8][CH2:7][CH2:6][CH:5]2[CH2:12][CH2:13][N:15]([CH3:16])[CH3:17] |f:1.2.3.4.5.6,8.9|. Procedure details: 6-Amino-N,N-dimethylchroman-4-acetamide (D8, 0.49 g, 2.1 mmol) was dissolved under Ar in dry THF (20 ml), and added to a stirred suspension of lithium aluminium hydride (0.16 g, 4.2 mmol) in dry THF (2 ml ). The mixture wa s stirred at reflux for 3 h, cooled, and treated successively with water (0.16 ml), 10% NaOH (0.16 ml) and water (0.48 ml) The solid was filtered off, and the filtrate was evaporated to give the title compound (0.41 g, 97%) as a red oil. RXN SMILES: [CH2:1]([C:4]1[C:17]2[O:16][C:15]3[C:10](=[C:11]([Cl:18])[CH:12]=[CH:13][CH:14]=3)[C:9](=[O:19])[C:8]=2[CH:7]=[CH:6][C:5]=1[OH:20])[CH:2]=C.ClC1C=CC=C(C(OO)=O)C=1.C(Cl)(Cl)Cl.[C:36](=[O:39])([O-])[O-:37].[K+].[K+]>O>[Cl:18][C:11]1[C:10]2[C:9](=[O:19])[C:8]3[CH:7]=[CH:6][C:5]4[O:20][CH:2]([C:36]([OH:37])=[O:39])[CH2:1][C:4]=4[C:17]=3[O:16][C:15]=2[CH:14]=[CH:13][CH:12]=1 |f:3.4.5|. Reactants: C(C=C)C1=C(C=CC=2C(C3=C(C=CC=C3OC12)Cl)=O)O (4-allyl-8-chloro-3-hydroxy-9-oxo-9H-xanthene), ClC1=CC(=CC=C1)C(=O)OO (m-chloroperbenzoic acid), C(Cl)(Cl)Cl (chloroform), C([O-])([O-])=O.[K+].[K+] (potassium carbonate). The product is ClC1=CC=CC=2OC=3C4=C(C=CC3C(C12)=O)OC(C4)C(=O)O (7-chloro-1,2-dihydro-6-oxo-6H-furo[2,3-c]xanthene-2-carboxylic acid). Yield: 48.3%. Run in O (water). Run at time 5 hour. Reported procedure: A mixture of 4-allyl-8-chloro-3-hydroxy-9-oxo-9H-xanthene (15 g), m-chloroperbenzoic acid (14 g) and chloroform (1,000 ml) was stirred at room temperature for 5 hours and left to stand overnight. To the mixture, potassium carbonate (20 g) and water (500 ml) were added and the resulting mixture was extracted with chloroform. The chloroform layer was dried and the solvent was distilled off. The residue was dissolved in acetone (2,000 ml) and, to the stirred solution, a mixture of chromium trioxide...